Dataset: the Open Reaction Database (ORD), a public repository of structured organic reaction records. Task: describe an organic reaction: reactants, conditions, products, and yield Starting materials: C(C=C)N(S(=O)(=O)C=1C=CC(=NC1)C=1N(C2=CC(=CC=C2C1)C1CC1)C(=O)OC(C)(C)C)[C@H](C(F)(F)F)C ((S)-tert-butyl 2-(5-(N-allyl-N-(1,1,1-trifluoropropan-2-yl)sulfamoyl)pyridin-2-yl)-6-cyclopropyl-1H-indole-1-carboxylate), N1CCCC1 (pyrrolidine). Solvent: C(C)#N (acetonitrile). Conditions: time 5 hour. The product is C(C=C)N(S(=O)(=O)C=1C=NC(=CC1)C=1NC2=CC(=CC=C2C1)C1CC1)[C@H](C(F)(F)F)C ((S)-N-allyl-6-(6-cyclopropyl-1H-indol-2-yl)-N-(1,1,1-trifluoropropan-2-yl)pyridine-3-sulfonamide). The yield is 90.5%. Reaction SMILES: [CH2:1]([N:4]([C@@H:33]([CH3:38])[C:34]([F:37])([F:36])[F:35])[S:5]([C:8]1[CH:9]=[CH:10][C:11]([C:14]2[N:15](C(OC(C)(C)C)=O)[C:16]3[C:21]([CH:22]=2)=[CH:20][CH:19]=[C:18]([CH:23]2[CH2:25][CH2:24]2)[CH:17]=3)=[N:12][CH:13]=1)(=[O:7])=[O:6])[CH:2]=[CH2:3].N1CCCC1>C(#N)C>[CH2:1]([N:4]([C@@H:33]([CH3:38])[C:34]([F:35])([F:37])[F:36])[S:5]([C:8]1[CH:13]=[N:12][C:11]([C:14]2[NH:15][C:16]3[C:21]([CH:22]=2)=[CH:20][CH:19]=[C:18]([CH:23]2[CH2:25][CH2:24]2)[CH:17]=3)=[CH:10][CH:9]=1)(=[O:6])=[O:7])[CH:2]=[CH2:3]. Reported procedure: To a solution of (S)-tert-butyl 2-(5-(N-allyl-N-(1,1,1-trifluoropropan-2-yl)sulfamoyl)pyridin-2-yl)-6-cyclopropyl-1H-indole-1-carboxylate (500 mg, 0.91 mmol) in acetonitrile was added pyrrolidine (0.35 mL, 4.55 mmol). The mixture was stirred at room temperature for 5 hrs and the solvent was evaporated. The residue was purified on silica gel eluting with 0 to 10% ethyl acetate in CH2Cl2 to provide (S)-N-allyl-6-(6-cyclopropyl-1H-indol-2-yl)-N-(1,1,1-trifluoropropan-2-yl)pyridine-3-sulfonamide (37... Starting materials: O=C1CCN(C(=O)c2ccccc2)CC1, C1CCNC1, CCO, O=[N+]([O-])c1ccc2[nH]ccc2c1. Product: O=C(c1ccccc1)N1CC=C(c2c[nH]c3ccc([N+](=O)[O-])cc23)CC1. Reaction SMILES: [C:18]([c:19]1[cH:20][cH:21][cH:22][cH:23][cH:24]1)(=[O:25])[N:26]1[CH2:27][CH2:28][C:29](=[O:32])[CH2:30][CH2:31]1.[CH2:13]1[CH2:14][NH:15][CH2:16][CH2:17]1.[CH3:33][CH2:34][OH:35].[N+:1](=[O:2])([O-:3])[c:4]1[cH:5][c:6]2[cH:7][cH:8][nH:9][c:10]2[cH:11][cH:12]1>>[N+:1](=[O:2])([O-:3])[c:4]1[cH:5][c:6]2[c:7]([C:29]3=[CH:28][CH2:27][N:26]([C:18]([c:19]4[cH:20][cH:21][cH:22][cH:23][cH:24]4)=[O:25])[CH2:31][CH2:30]3)[cH:8][nH:9][c:10]2[cH:11][cH:12]1.